The task is: describe an organic reaction: reactants, conditions, products, and yield. This data is from the Open Reaction Database (ORD), a public repository of structured organic reaction records. Reactants: FC(C(=O)O)(F)F.N1C[C@H](CC1)CNC(=O)C=1OC2=C(C1)C=C(C=C2)Cl (5-chloro-benzofuran-2-carboxylic acid ((S)-1-pyrrolidin-3-ylmethyl)-amide trifluoro acetate), [N+](=O)([O-])C1=CC=C(C=C1)OC(NC1=C(C=C(C=C1)N1C(C=CC=C1)=O)F)=O ([2-fluoro-4-(2-oxo-2H-pyridin-1-yl)-phenyl]-carbamic acid 4-nitro-phenyl ester). Yields the product FC1=C(C=CC(=C1)N1C(C=CC=C1)=O)NC(=O)N1C[C@H](CC1)CNC(=O)C=1OC2=C(C1)C=C(C=C2)Cl ((R)-3-{[(5-chloro-benzofuran-2-carbonyl)-amino]-methyl}-pyrrolidine-1-carboxylic acid[2-fluoro-4-(2-oxo-2H-pyridin-1-yl)-phenyl]-amide). As a reaction SMILES: FC(F)(F)C(O)=O.[NH:8]1[CH2:12][CH2:11][C@H:10]([CH2:13][NH:14][C:15]([C:17]2[O:18][C:19]3[CH:25]=[CH:24][C:23]([Cl:26])=[CH:22][C:20]=3[CH:21]=2)=[O:16])[CH2:9]1.[N+](C1C=CC([O:36][C:37](=O)[NH:38][C:39]2[CH:44]=[CH:43][C:42]([N:45]3[CH:50]=[CH:49][CH:48]=[CH:47][C:46]3=[O:51])=[CH:41][C:40]=2[F:52])=CC=1)([O-])=O>>[F:52][C:40]1[CH:41]=[C:42]([N:45]2[CH:50]=[CH:49][CH:48]=[CH:47][C:46]2=[O:51])[CH:43]=[CH:44][C:39]=1[NH:38][C:37]([N:8]1[CH2:12][CH2:11][C@H:10]([CH2:13][NH:14][C:15]([C:17]2[O:18][C:19]3[CH:25]=[CH:24][C:23]([Cl:26])=[CH:22][C:20]=3[CH:21]=2)=[O:16])[CH2:9]1)=[O:36] |f:0.1|. Reported procedure: 67.3 Using general method H, 5-chloro-benzofuran-2-carboxylic acid ((S)-1-pyrrolidin-3-ylmethyl)-amide trifluoro acetate was reacted with [2-fluoro-4-(2-oxo-2H-pyridin-1-yl)-phenyl]-carbamic acid 4-nitro-phenyl ester (prepared according to example 54.3) to give (R)-3-{[(5-chloro-benzofuran-2-carbonyl)-amino]-methyl}-pyrrolidine-1-carboxylic acid[2-fluoro-4-(2-oxo-2H-pyridin-1-yl)-phenyl]-amide. Pale yellow solid. MS 507.0 ([M−H]−)